The task is: describe an organic reaction: reactants, conditions, products, and yield. This data is from the Open Reaction Database (ORD), a public repository of structured organic reaction records. The reactants are ClCl (chlorine), FC(C(=O)O)(F)F (trifluoroacetic acid), C24H27Cl2N5O2, ClC1=C(C(=O)O)C=CC(=C1)C(=O)NC(C)C1=NC2=C(N1)C=CC(=C2)Cl (2-chloro-4-{N-[1-(5-chloro-1H-benzimidazol-2-yl)ethyl]aminocarbonyl}benzoic acid), C(C)NC1CCN(CC1)C(=O)OC(C)(C)C (tert-butyl 4-ethylaminopiperidin-1-ylcarboxylate), C(C)(C)N(CC)C(C)C (diisopropylethylamine). The solvent is CS(=O)C (DMSO). Yields the product ClC=1C=C(C(=O)NC(C)C2=NC3=C(N2)C=CC(=C3)Cl)C=CC1C(=O)N(C1CCNCC1)CC (rac.-3-chloro-N-[1-(5-chloro-1H-benzimidazol-2-yl)ethyl]-4-[N-ethyl-N-(piperidin-4-yl)aminocarbonyl]benzamide). As a reaction SMILES: [Cl:1][C:2]1[CH:10]=[C:9]([C:11]([NH:13][CH:14]([C:16]2[NH:20][C:19]3[CH:21]=[CH:22][C:23]([Cl:25])=[CH:24][C:18]=3[N:17]=2)[CH3:15])=[O:12])[CH:8]=[CH:7][C:3]=1[C:4](O)=[O:5].[CH2:26]([NH:28][CH:29]1[CH2:34][CH2:33][N:32](C(OC(C)(C)C)=O)[CH2:31][CH2:30]1)[CH3:27].C(N(C(C)C)CC)(C)C.FC(F)(F)C(O)=O.ClCl>CS(C)=O>[Cl:1][C:2]1[CH:10]=[C:9]([CH:8]=[CH:7][C:3]=1[C:4]([N:28]([CH2:26][CH3:27])[CH:29]1[CH2:34][CH2:33][NH:32][CH2:31][CH2:30]1)=[O:5])[C:11]([NH:13][CH:14]([C:16]1[NH:20][C:19]2[CH:21]=[CH:22][C:23]([Cl:25])=[CH:24][C:18]=2[N:17]=1)[CH3:15])=[O:12]. Procedure: Prepared analogously to Example 1d from 2-chloro-4-{N-[1-(5-chloro-1H-benzimidazol-2-yl)ethyl]aminocarbonyl}benzoic acid, tert-butyl 4-ethylaminopiperidin-1-ylcarboxylate, PFTU, and diisopropylethylamine in DMSO at ambient temperature and subsequent reaction with trifluoroacetic acid analogously to Example 17. HPLC-MS results: retention time: 3.87 minutes; C24H27Cl2N5O2 (488.42); mass spectrum: (M−H)−=487/489/491 (chlorine isotope). Reactants: [Al+3], C1CCOC1, CCOC(C)=O, [Cl-], CCOC(=O)c1ccc(-c2ccc(C(F)(F)F)cc2)cc1, [H-], [H-], [H-], [H-], [Li+], [NH4+]. Product: OCc1ccc(-c2ccc(C(F)(F)F)cc2)cc1. RXN SMILES: [Al+3:2].[CH2:30]1[O:31][CH2:32][CH2:33][CH2:34]1.[CH3:35][CH2:36][O:37][C:38](=[O:39])[CH3:40].[Cl-:28].[F:7][C:8]([c:9]1[cH:10][cH:11][c:12](-[c:15]2[cH:16][cH:17][c:18]([C:21](=[O:22])[O:23][CH2:24][CH3:25])[cH:19][cH:20]2)[cH:13][cH:14]1)([F:26])[F:27].[H-:1].[H-:4].[H-:5].[H-:6].[Li+:3].[NH4+:29]>>[F:7][C:8]([c:9]1[cH:10][cH:11][c:12](-[c:15]2[cH:16][cH:17][c:18]([CH2:21][OH:22])[cH:19][cH:20]2)[cH:13][cH:14]1)([F:26])[F:27]. Starting materials: ClC(C(=O)C1=CC=C2CN(C3=C(CN21)C=CC=C3)C(COC3=CC=C(C=C3)Cl)=O)(Cl)Cl (2,2,2-Trichloro-1-{10-[(4-chlorophenoxy)acetyl]-10,11-dihydro-5H-pyrrolo[2,1-c][1,4]benzodiazepin-3-yl}ethanone), NCC(O)C1=CC=CC=C1 (2-amino-1-phenylethanol). The product is ClC1=CC=C(OCC(=O)N2CC=3N(CC4=C2C=CC=C4)C(=CC3)C(=O)NCC(C3=CC=CC=C3)O)C=C1 (10-[(4-CHLOROPHENOXY)ACETYL]-N-(2-HYDROXY-2-PHENYLETHYL)-10,11-DIHYDRO-5H-PYRROLO[2,1-C][1,4]BENZODIAZEPINE-3-CARBOXAMIDE). RXN SMILES: ClC(Cl)(Cl)[C:3]([C:5]1[N:14]2[C:8]([CH2:9][N:10]([C:19](=[O:29])[CH2:20][O:21][C:22]3[CH:27]=[CH:26][C:25]([Cl:28])=[CH:24][CH:23]=3)[C:11]3[CH:18]=[CH:17][CH:16]=[CH:15][C:12]=3[CH2:13]2)=[CH:7][CH:6]=1)=[O:4].[NH2:32][CH2:33][CH:34]([C:36]1[CH:41]=[CH:40][CH:39]=[CH:38][CH:37]=1)[OH:35]>>[Cl:28][C:25]1[CH:26]=[CH:27][C:22]([O:21][CH2:20][C:19]([N:10]2[C:11]3[CH:18]=[CH:17][CH:16]=[CH:15][C:12]=3[CH2:13][N:14]3[C:5]([C:3]([NH:32][CH2:33][CH:34]([OH:35])[C:36]4[CH:41]=[CH:40][CH:39]=[CH:38][CH:37]=4)=[O:4])=[CH:6][CH:7]=[C:8]3[CH2:9]2)=[O:29])=[CH:23][CH:24]=1. Procedure details: The title compound was synthesized from 2,2,2-trichloro-1-{10-[(4-chlorophenoxy)acetyl]-10,11-dihydro-5H-pyrrolo[2,1-c][1,4]benzodiazepin-3-yl}ethanone of Example 67 (0.3 mmol) and 2-amino-1-phenylethanol (2.2 eq.) in the manner of Example 68, m.p. 157-158° C. MS [(−)ESI, m/z]: 514.3 [M−H]− The solvent is C(Cl)Cl (methylene chloride). Starting materials: C(C)OP(=O)(OCC)CC1=CC=NC2=CC=CC=C12 (4-(diethylphosphonomethyl)quinoline), ClC1=CC(=CC=C1)C(=O)OO (m-chloroperbenzoic acid), ClC1=CC(=CC=C1)C(=O)OO (m-chloroperbenzoic acid). RXN SMILES: [CH2:1]([O:3][P:4]([CH2:9][C:10]1[C:19]2[C:14](=[CH:15][CH:16]=[CH:17][CH:18]=2)[N:13]=[CH:12][CH:11]=1)([O:6][CH2:7][CH3:8])=[O:5])[CH3:2].ClC1C=CC=C(C(OO)=[O:28])C=1>C(Cl)Cl>[CH2:1]([O:3][P:4]([CH2:9][C:10]1[C:19]2[C:14](=[CH:15][CH:16]=[CH:17][CH:18]=2)[N+:13]([O-:28])=[CH:12][CH:11]=1)([O:6][CH2:7][CH3:8])=[O:5])[CH3:2]. Yields the product C(C)OP(=O)(OCC)CC1=CC=[N+](C2=CC=CC=C12)[O-] (4-(diethylphosphonomethyl)-quinoline-N-oxide). Procedure: To a solution of 5.7 g of 4-(diethylphosphonomethyl)quinoline in 100 ml of methylene chloride at room temperature is added 3.2 g of m-chloroperbenzoic acid. After reacting for 45 minutes, an additional 1.5 g portion of m-chloroperbenzoic acid is added, and the reaction mixture is stirred for one hour. The reaction mixture is washed with saturated potassium carbonate solution, dried over sodium sulfate and evaporated to dryness to give 4-(diethylphosphonomethyl)-quinoline-N-oxide. Conditions: time 45 minute. The reactants are NC1=CC(N(C=C1)C)=O (4-amino-1-methyl-pyridin-2-one), FC(C(=O)O)(F)F.ClC1=CC=C2C(=C1)NC(C21C(NC(C1C1=C(C(=CC=C1)Cl)F)C(=O)O)CC(C)(C)C)=O (rac-(2′S,3′R,4′S,5′R)-6-chloro-4′-(3-chloro-2-fluoro-phenyl)-2′-(2,2-dimethyl-propyl)-2-oxo-1,2-dihydro-spiro[indole-3,3′-pyrrolidine]-5′-carboxylic acid trifluoroacetic acid), C(C)(C)N(CC)C(C)C (diisopropylethylamine), C1(=CC=CC=C1)P(=O)(C1=CC=CC=C1)Cl (diphenylphosphinic chloride). Solvent: ClCCCl (1,2-dichloroethane). Run at time 0.5 hour. Product: CN1C(C=C(C=C1)NC(=O)C1C(C2(C(N1)CC(C)(C)C)C(NC1=CC(=CC=C12)Cl)=O)C1=C(C(=CC=C1)Cl)F)=O (rac-(2′S,3′R,4′S,5′R)-6-chloro-4′-(3-chloro-2-fluoro-phenyl)-2′-(2,2-dimethyl-propyl)-2-oxo-1,2-dihydro-spiro[indole-3,3′-pyrrolidine]-5′-carboxylic acid (1-methyl-2-oxo-1,2-dihydro-pyridin-4-yl)-amide), solid. Isolated yield 10.0%. As a reaction SMILES: FC(F)(F)C(O)=O.[Cl:8][C:9]1[CH:14]=[C:13]2[NH:15][C:16](=[O:38])[C:17]3([CH:21]([C:22]4[CH:27]=[CH:26][CH:25]=[C:24]([Cl:28])[C:23]=4[F:29])[CH:20]([C:30]([OH:32])=O)[NH:19][CH:18]3[CH2:33][C:34]([CH3:37])([CH3:36])[CH3:35])[C:12]2=[CH:11][CH:10]=1.C(N(C(C)C)CC)(C)C.C1(P(Cl)(C2C=CC=CC=2)=O)C=CC=CC=1.[NH2:63][C:64]1[CH:69]=[CH:68][N:67]([CH3:70])[C:66](=[O:71])[CH:65]=1>ClCCCl>[CH3:70][N:67]1[CH:68]=[CH:69][C:64]([NH:63][C:30]([CH:20]2[NH:19][CH:18]([CH2:33][C:34]([CH3:37])([CH3:35])[CH3:36])[C:17]3([C:12]4[C:13](=[CH:14][C:9]([Cl:8])=[CH:10][CH:11]=4)[NH:15][C:16]3=[O:38])[CH:21]2[C:22]2[CH:27]=[CH:26][CH:25]=[C:24]([Cl:28])[C:23]=2[F:29])=[O:32])=[CH:65][C:66]1=[O:71] |f:0.1|. Procedure details: To a solution of rac-(2′S,3′R,4′S,5′R)-6-chloro-4′-(3-chloro-2-fluoro-phenyl)-2′-(2,2-dimethyl-propyl)-2-oxo-1,2-dihydro-spiro[indole-3,3′-pyrrolidine]-5′-carboxylic acid trifluoroacetic acid prepared in Example 4 (0.33 g, 0.57 mmol) in 1,2-dichloroethane (30 mL) was added diisopropylethylamine (0.59 g, 4.6 mmol), diphenylphosphinic chloride (Aldrich) (0.54 g, 2.3 mmol) respectively. The mixture was stirred at room temperature for 0.5 h, then 4-amino-1-methyl-pyridin-2-one (Molbridge) (0.07 g, 0...